Dataset: the Open Reaction Database (ORD), a public repository of structured organic reaction records. Task: describe an organic reaction: reactants, conditions, products, and yield The reactants are O=C([O-])COc1cccc(C#Cc2ccc3ccc(Br)cc3n2)c1, O=C([O-])[O-], C1CCOC1, CO, [K+], [K+]. The product is Oc1cccc(C#Cc2ccc3ccc(Br)cc3n2)c1. Reaction SMILES: [Br:1][c:2]1[cH:3][cH:4][c:5]2[cH:6][cH:7][c:8]([C:12]#[C:13][c:14]3[cH:15][c:16]([O:17][CH2:18][C:19]([O-:20])=[O:21])[cH:22][cH:23][cH:24]3)[n:9][c:10]2[cH:11]1.[C:25](=[O:26])([O-:27])[O-:28].[CH2:31]1[O:32][CH2:33][CH2:34][CH2:35]1.[CH3:36][OH:37].[K+:29].[K+:30]>>[Br:1][c:2]1[cH:3][cH:4][c:5]2[cH:6][cH:7][c:8]([C:12]#[C:13][c:14]3[cH:15][c:16]([OH:17])[cH:22][cH:23][cH:24]3)[n:9][c:10]2[cH:11]1. Reactants: N1N=NN=C1C=1C=C(C(=O)OC)C=CC1 (Methyl 3-(1H-tetrazol-5-yl)benzoate), [H-].[Al+3].[Li+].[H-].[H-].[H-] (lithium aluminum hydride), Cl (hydrochloric acid), [H][H] (hydrogen). Run in C1CCOC1 (THF), C1CCOC1 (THF). Reaction conditions: temperature 0 celsius, time 2 hour. The product is N1N=NN=C1C=1C=C(C=CC1)CO ([3-(1H-Tetrazol-5-yl)phenyl]methanol). Reaction SMILES: [H-].[Al+3].[Li+].[H-].[H-].[H-].[NH:7]1[C:11]([C:12]2[CH:13]=[C:14]([CH:19]=[CH:20][CH:21]=2)[C:15](OC)=[O:16])=[N:10][N:9]=[N:8]1.Cl.[H][H]>C1COCC1>[NH:10]1[C:11]([C:12]2[CH:13]=[C:14]([CH2:15][OH:16])[CH:19]=[CH:20][CH:21]=2)=[N:7][N:8]=[N:9]1 |f:0.1.2.3.4.5|. Procedure details: 438 mg (11.56 mmol) of lithium aluminum hydride are initially charged in 60 ml of dry THF and cooled to 0° C., and a solution of 1.18 g (5.78 mmol) of the compound from Example 48A in 40 ml of dry THF is added. The reaction mixture is allowed to warm to RT and stirred at this temperature for 2 h. At 0° C., 4 M hydrochloric acid is added carefully to the reaction mixture until the evolution of hydrogen has stopped. The solution is then extracted three times with in each case 10 ml of ethyl acetat... Reactants: C(N)(OC(C)(C)C)=O (t-Butyl carbamate), COC(=O)C1=CC=C(C=C1)C1(CC1)NC(=O)[C@@H]1N([C@@H]2C[C@@H]2C1)C(=O)OC(C)(C)C ((1R,3R,5R)-tert-butyl 3-((1-(4-(methoxycarbonyl)phenyl)cyclopropyl)carbamoyl)-2-azabicyclo[3.1.0]hexane-2-carboxylate). The product is [C@@H]12N[C@H](C[C@H]2C1)C(=O)NC1(CC1)C1=CC=C(C(=O)OC)C=C1 (methyl 4-(1-((1R,3R,5R)-2-azabicyclo[3.1.0]hexane-3-carboxamido)cyclopropyl)benzoate). The yield is 92.3%. Reaction SMILES: C(=O)(OC(C)(C)C)N.[CH3:9][O:10][C:11]([C:13]1[CH:18]=[CH:17][C:16]([C:19]2([NH:22][C:23]([C@H:25]3[CH2:30][C@@H:29]4[C@@H:27]([CH2:28]4)[N:26]3C(OC(C)(C)C)=O)=[O:24])[CH2:21][CH2:20]2)=[CH:15][CH:14]=1)=[O:12]>>[C@@H:27]12[CH2:28][C@@H:29]1[CH2:30][C@H:25]([C:23]([NH:22][C:19]1([C:16]3[CH:15]=[CH:14][C:13]([C:11]([O:10][CH3:9])=[O:12])=[CH:18][CH:17]=3)[CH2:20][CH2:21]1)=[O:24])[NH:26]2. Procedure details: The title compound (D104) (1.8 g) was prepared according to the general procedure for t-Butyl carbamate (Boc) cleavage starting from (1R,3R,5R)-tert-butyl 3-((1-(4-(methoxycarbonyl)phenyl)cyclopropyl)carbamoyl)-2-azabicyclo[3.1.0]hexane-2-carboxylate (syn diastereoisomer) (D73a) (2.6 g). The reactants are C(#N)C=1C(=C(SC1N1CC(OCC1)CO)C(=O)N)C1=C(C=C(C=C1)Cl)Cl (4-cyano-3-(2,4-dichlorophenyl)-5-[2-(hydroxymethyl)morpholin-4-yl]thiophene-2-carboxamide), COC(N(C)C)OC (1,1-dimethoxy-N,N-dimethylmethanamine). Yields the product C(#N)C=1C(=C(SC1N1CC(OCC1)CO)C(=O)/N=C/N(C)C)C1=C(C=C(C=C1)Cl)Cl (4-cyano-3-(2,4-dichlorophenyl)-N-[(1E)-(dimethylamino)methylene]-5-[2-(hydroxymethyl)morpholin-4-yl]thiophene-2-carboxamide). Isolated yield 99.7%. RXN SMILES: [C:1]([C:3]1[C:4]([C:19]2[CH:24]=[CH:23][C:22]([Cl:25])=[CH:21][C:20]=2[Cl:26])=[C:5]([C:16]([NH2:18])=[O:17])[S:6][C:7]=1[N:8]1[CH2:13][CH2:12][O:11][CH:10]([CH2:14][OH:15])[CH2:9]1)#[N:2].CO[CH:29](OC)[N:30]([CH3:32])[CH3:31]>>[C:1]([C:3]1[C:4]([C:19]2[CH:24]=[CH:23][C:22]([Cl:25])=[CH:21][C:20]=2[Cl:26])=[C:5]([C:16](/[N:18]=[CH:29]/[N:30]([CH3:32])[CH3:31])=[O:17])[S:6][C:7]=1[N:8]1[CH2:13][CH2:12][O:11][CH:10]([CH2:14][OH:15])[CH2:9]1)#[N:2]. Procedure: A mixture of 4-cyano-3-(2,4-dichlorophenyl)-5-[2-(hydroxymethyl)morpholin-4-yl]thiophene-2-carboxamide (115 mg, 0.279 mmol) in 1,1-dimethoxy-N,N-dimethylmethanamine (3.44 mL, 0.025 mol) was flushed with argon and then irradiated in microwave at 160° C. for 60 min. The reaction mixture was concentrated to give 4-cyano-3-(2,4-dichlorophenyl)-N-[(1E)-(dimethylamino)methylene]-5-[2-(hydroxymethyl)morpholin-4-yl]thiophene-2-carboxamide (130 mg, 99%). LCMS: (FA) ES+ 467. To the above intermediate in A... RXN SMILES: [OH:18][c:19]1[c:20]([C:29]([CH3:30])=[O:31])[cH:21][cH:22][c:23]([OH:28])[c:24]1[CH2:25][CH2:26][CH3:27].[OH:1][CH2:2][c:3]1[cH:4][c:5]([S:9][c:10]2[n:11][cH:12][c:13]([C:14]#[N:15])[cH:16][cH:17]2)[cH:6][cH:7][cH:8]1>>[O:1]([CH2:2][c:3]1[cH:4][c:5]([S:9][c:10]2[n:11][cH:12][c:13]([C:14]#[N:15])[cH:16][cH:17]2)[cH:6][cH:7][cH:8]1)[c:23]1[cH:22][cH:21][c:20]([C:29]([CH3:30])=[O:31])[c:19]([OH:18])[c:24]1[CH2:25][CH2:26][CH3:27]. Yields the product CCCc1c(OCc2cccc(Sc3ccc(C#N)cn3)c2)ccc(C(C)=O)c1O. Starting materials: CCCc1c(O)ccc(C(C)=O)c1O, N#Cc1ccc(Sc2cccc(CO)c2)nc1.